Dataset: the Open Reaction Database (ORD), a public repository of structured organic reaction records. Task: describe an organic reaction: reactants, conditions, products, and yield Starting materials: Intermediate 6, N1(CCOCC1)C(N)=S (4-morpholinecarbothioamide), ClC1=NC=CC(=N1)CC(=O)C=1C(=C(C=CC1F)NC(OCC=C)=O)F (2-propen-1-yl {3-[(2-chloro-4-pyrimidinyl)acetyl]-2,4-difluorophenyl}carbamate), C1CC(=O)N(C1=O)Br (NBS). Yields the product ClC1=NC=CC(=N1)C1=C(N=C(S1)N1CCOCC1)C=1C(=C(C=CC1F)NC(OCC=C)=O)F (2-Propen-1-yl {3-[5-(2-chloro-4-pyrimidinyl)-2-(4-morpholinyl)-1,3-thiazol-4-yl]-2,4-difluorophenyl}carbamate). Reaction SMILES: [Cl:1][C:2]1[N:7]=[C:6]([CH2:8][C:9]([C:11]2[C:12]([F:25])=[C:13]([NH:18][C:19](=[O:24])[O:20][CH2:21][CH:22]=[CH2:23])[CH:14]=[CH:15][C:16]=2[F:17])=O)[CH:5]=[CH:4][N:3]=1.C1C(=O)N(Br)C(=O)C1.[N:34]1([C:40](=[S:42])[NH2:41])[CH2:39][CH2:38][O:37][CH2:36][CH2:35]1>>[Cl:1][C:2]1[N:7]=[C:6]([C:8]2[S:42][C:40]([N:34]3[CH2:39][CH2:38][O:37][CH2:36][CH2:35]3)=[N:41][C:9]=2[C:11]2[C:12]([F:25])=[C:13]([NH:18][C:19](=[O:24])[O:20][CH2:21][CH:22]=[CH2:23])[CH:14]=[CH:15][C:16]=2[F:17])[CH:5]=[CH:4][N:3]=1. Procedure details: Following a procedure analogous to the procedure described in Intermediate 6 using 2-propen-1-yl {3-[(2-chloro-4-pyrimidinyl)acetyl]-2,4-difluorophenyl}carbamate (4.0 g, 10.88 mmol), NBS (2.033 g, 11.42 mmol) and 4-morpholinecarbothioamide (1.749 g, 11.97 mmol) the title compound of Step F was obtained as a yellow solid (5.11 g, 95% yield). 1H NMR (400 MHz, DMSO-d6) δ ppm 9.56 (br. s., 1H), 8.41-8.51 (m, 1H), 7.83 (d, J=5.9 Hz, 1H), 7.27 (t, J=8.7 Hz, 1H), 6.76 (d, J=5.3 Hz, 1H), 5.88-6.03 (m, 1... Starting materials: COC(=O)c1ccc(N2CCC3(CCN(S(=O)(=O)c4ccccc4Cl)CC3)C2=O)cc1, CC(C)N, C[Al+]C, Cc1ccccc1, CCCCCC, [Cl-], O. Yields the product CC(C)NC(=O)c1ccc(N2CCC3(CCN(S(=O)(=O)c4ccccc4Cl)CC3)C2=O)cc1. As a reaction SMILES: [CH3:1][O:2][C:3]([c:4]1[cH:5][cH:6][c:7]([N:10]2[C:11](=[O:30])[C:12]3([CH2:13][CH2:14]2)[CH2:15][CH2:16][N:17]([S:20](=[O:21])(=[O:22])[c:23]2[c:24]([Cl:29])[cH:25][cH:26][cH:27][cH:28]2)[CH2:18][CH2:19]3)[cH:8][cH:9]1)=[O:31].[CH3:32][CH:33]([CH3:34])[NH2:35].[CH3:37][Al+:38][CH3:39].[CH3:41][c:42]1[cH:43][cH:44][cH:45][cH:46][cH:47]1.[CH3:48][CH2:49][CH2:50][CH2:51][CH2:52][CH3:53].[Cl-:36].[OH2:40]>>[C:3]([c:4]1[cH:5][cH:6][c:7]([N:10]2[C:11](=[O:30])[C:12]3([CH2:13][CH2:14]2)[CH2:15][CH2:16][N:17]([S:20](=[O:21])(=[O:22])[c:23]2[c:24]([Cl:29])[cH:25][cH:26][cH:27][cH:28]2)[CH2:18][CH2:19]3)[cH:8][cH:9]1)(=[O:31])[NH:35][CH:33]([CH3:32])[CH3:34]. Reactants: C(C)OC(C(C(CCNC(=O)OC(C)(C)C)P(C1=CC=CC=C1)(C1=CC=CC=C1)C1=CC=CC=C1)=N)=O (2-Iminotriphenylphosphoranyl-5-(t-butyloxycarbonylamino)pentanoic acid ethyl ester), C(=O)=O (carbon dioxide). Conditions: temperature 50 celsius. Product: C(C)OC(C(CCCNC(=O)OC(C)(C)C)N=C=O)=O (2-Isocyanato-5-(t-butyloxycarbonylamino)pentanoic acid ethyl ester). Reaction SMILES: [CH2:1]([O:3][C:4](=[O:37])[C:5](=[NH:36])[CH:6](P(C1C=CC=CC=1)(C1C=CC=CC=1)C1C=CC=CC=1)[CH2:7][CH2:8][NH:9][C:10]([O:12][C:13]([CH3:16])([CH3:15])[CH3:14])=[O:11])[CH3:2].[C:38](=O)=[O:39]>>[CH2:1]([O:3][C:4](=[O:37])[CH:5]([N:36]=[C:38]=[O:39])[CH2:6][CH2:7][CH2:8][NH:9][C:10]([O:12][C:13]([CH3:14])([CH3:15])[CH3:16])=[O:11])[CH3:2]. Procedure: The reaction solution from Example 9 is placed in a Parr® bomb and carbon dioxide (22 g, 0.5 mol) is condensed into the bomb. The bomb is sealed and heated to 50° C. for 12 hours. The bomb is cooled and vented to atmospheric pressure. The solution is transferred from the bomb to a flask and used as is in the next reaction (Example 11). Yields the product C(C1=CC=CC=C1)SC1=C(N)C=C(C=C1)[N+](=O)[O-] (2-(benzylthio)-5-nitroaniline). The solvent is CO (methanol). As a reaction SMILES: [CH2:1]([S:8][C:9]1[CH:14]=[CH:13][C:12]([N+:15]([O-:17])=[O:16])=[CH:11][C:10]=1[NH:18]C(=O)C(F)(F)F)[C:2]1[CH:7]=[CH:6][CH:5]=[CH:4][CH:3]=1.N>CO>[CH2:1]([S:8][C:9]1[CH:14]=[CH:13][C:12]([N+:15]([O-:17])=[O:16])=[CH:11][C:10]=1[NH2:18])[C:2]1[CH:3]=[CH:4][CH:5]=[CH:6][CH:7]=1. The yield is 90.2%. Reactants: C(C1=CC=CC=C1)SC1=C(C=C(C=C1)[N+](=O)[O-])NC(C(F)(F)F)=O (N-(2-(benzylthio)-5-nitrophenyl)-2,2,2-trifluoroacetamide), N (ammonia). Reported procedure: To the solution of N-(2-(benzylthio)-5-nitrophenyl)-2,2,2-trifluoroacetamide (17.5 g, 49 mmol) in methanol (100 ml), added ammonia (15 ml, 7N in CH3OH). The reaction was heated at 60° C. for 2 hours. Then concentrated, extracted with EtOAc, washed with water and brine, dried over Na2SO4. Concentrated to give 11.5 g 2-(benzylthio)-5-nitroaniline as product. Conditions: temperature 60 celsius. Reactants: C(O)([O-])=O.[K+] (potassium hydrogen carbonate), C(C1=CC=CC=C1)(=O)OCC([C@H]1CC[C@H]2[C@@H]3CCC4=CC(CC[C@]4(C)[C@H]3CC[C@]12C)=O)=O (4-pregnene-3,20-dione-21-ol benzoate). Solvent: C(C)O (ethanol), O (water), CO (methanol). Yields the product C(C([C@H]1CC[C@H]2[C@@H]3CCC4=CC(CC[C@]4(C)[C@H]3CC[C@]12C)=O)=O)O (4-pregnene-3,20-dione-21-ol). Yield: 100.3%. Reaction SMILES: C(=O)([O-])O.[K+].C([O:14][CH2:15][C:16](=[O:37])[C@@H:17]1[C@:34]2([CH3:35])[C@H:20]([C@H:21]3[C@H:31]([CH2:32][CH2:33]2)[C@:29]2([CH3:30])[C:24](=[CH:25][C:26](=[O:36])[CH2:27][CH2:28]2)[CH2:23][CH2:22]3)[CH2:19][CH2:18]1)(=O)C1C=CC=CC=1>O.CO.C(O)C>[CH2:15]([OH:14])[C:16](=[O:37])[C@@H:17]1[C@:34]2([CH3:35])[C@H:20]([C@H:21]3[C@H:31]([CH2:32][CH2:33]2)[C@:29]2([CH3:30])[C:24](=[CH:25][C:26](=[O:36])[CH2:27][CH2:28]2)[CH2:23][CH2:22]3)[CH2:19][CH2:18]1 |f:0.1|. Procedure: A solution containing 7.5 g of potassium hydrogen carbonate in 14 ml of water is added to the suspension containing 2.5 g (5.7 mmoles) of 4-pregnene-3,20-dione-21-ol benzoate in 100 ml of methanol and the mixture is refluxed for 3 hours. Subsequently, the solvent is evaporated and the residue is taken up in 150 ml of water. The product is extracted 3 times with 80 ml of ethyl acetate each, the organic phase is washed with water, dried and evaporated. The residue is recrystallized from a mixture ...